This data is from the Open Reaction Database (ORD), a public repository of structured organic reaction records. The task is: describe an organic reaction: reactants, conditions, products, and yield The reactants are BrC=1C(=CC2=C3N(C(COC31)C)C=C(C2=O)C(=O)OCC)F (ethyl 10-bromo-9-fluoro-3-methyl-7-oxo-2,3-dihydro-(7H)-pyrido-(1,2,3-de)-1,4-benzoxazine-6-carboxylate), Cl (hydrochloric acid). Solvent: O (water). Run at time 17 hour. The product is BrC=1C(=CC2=C3N(C(COC31)C)C=C(C2=O)C(=O)O)F (10-Bromo-9-fluoro-3-methyl-7-oxo-2,3-dihydro-(7H)-pyrido-(1,2,3-de)-1,4-benzoxazine-6-carboxylic acid). Isolated yield 76.9%. As a reaction SMILES: [Br:1][C:2]1[C:3]([F:22])=[CH:4][C:5]2[C:15](=[O:16])[C:14]([C:17]([O:19]CC)=[O:18])=[CH:13][N:7]3[CH:8]([CH3:12])[CH2:9][O:10][C:11]=1[C:6]=23.Cl>O>[Br:1][C:2]1[C:3]([F:22])=[CH:4][C:5]2[C:15](=[O:16])[C:14]([C:17]([OH:19])=[O:18])=[CH:13][N:7]3[CH:8]([CH3:12])[CH2:9][O:10][C:11]=1[C:6]=23. Reported procedure: A mixture of ethyl 10-bromo-9-fluoro-3-methyl-7-oxo-2,3-dihydro-(7H)-pyrido-(1,2,3-de)-1,4-benzoxazine-6-carboxylate (0.2 g, 0.54 mmol) and a 3N hydrochloric acid solution (15 ml) were heated at 100° C. with stirring for 17 hours. The reaction mixture was diluted twofold with water and filtered. The white solid, which was collected, was washed with water, triturated with acetone, and filtered. Drying in vacuo afforded a white powder (142 mg, 77% yield): m.p. >250° C. NMR (5% DMSO-d6/CF3CO2D, 250... The reactants are BrC=1SC(=CN1)Br (2,5-dibromothiazole), N1(CCNCC1)C(=O)OC(C)(C)C (tert-butyl 1-piperazinecarboxylate). Run in CCN(C(C)C)C(C)C (DIPEA). Run at temperature 110 celsius. Product: C(C)(C)(C)OC(=O)N1CCN(CC1)C=1SC(=CN1)Br (4-(5-Bromothiazol-2-yl)-piperazine-1-carboxylic acid tert-butyl ester). RXN SMILES: Br[C:2]1[S:3][C:4]([Br:7])=[CH:5][N:6]=1.[N:8]1([C:14]([O:16][C:17]([CH3:20])([CH3:19])[CH3:18])=[O:15])[CH2:13][CH2:12][NH:11][CH2:10][CH2:9]1>CCN(C(C)C)C(C)C>[C:17]([O:16][C:14]([N:8]1[CH2:13][CH2:12][N:11]([C:2]2[S:3][C:4]([Br:7])=[CH:5][N:6]=2)[CH2:10][CH2:9]1)=[O:15])([CH3:20])([CH3:18])[CH3:19]. Reported procedure: A solution of 2,5-dibromothiazole (1.00 g, 4.12 mmol) in DIPEA (3.00 mL) was charged with tert-butyl 1-piperazinecarboxylate (0.767 g, 4.12 mmol) and heated to 110° C. for 3 h and then an additional 16 h at rt. The reaction mixture was partitioned between CHCl3 and H2O, and the layers were separated. The aqueous layer was re-extracted with CHCl3 (3×) and the combined organic fractions were dried over Na2SO4, filtered and concentrated in vacuo. The crude material was purified by chromatography on... Reported procedure: A mixture of 1 g 1-(2-{4-[3-(3-hydroxy-4-methoxyphenyl)-4,4-dimethyl-5-oxo-4,5-dihydro-1H-pyrazol-1-yl]piperidin-1-yl}-2-oxoethyl)pyrrolidine-2,5-dione (compound A4), 0.7 g of bromomethylcyclopropane and 1 g of potassium carbonate in 100 ml of acetonitril is refluxed for 8 h after which the solvent is evaporated. The residue is partitioned between water and ethyl acetate, the organic layer is dried over magnesium sulfate and the EA evaporated. The residue is crystallized from ethyl acetate. Product: C1(CC1)COC=1C=C(C=CC1OC)C1=NN(C(C1(C)C)=O)C1CCN(CC1)C(CN1C(CCC1=O)=O)=O (1-[2-(4-{3-[3-(cyclopropylmethoxy)-4-methoxyphenyl]-4,4-dimethyl-5-oxo-4,5-dihydro-1H-pyrazol-1-yl}piperidin-1-yl)-2-oxoethyl]pyrrolidine-2,5-dione). Starting materials: OC=1C=C(C=CC1OC)C1=NN(C(C1(C)C)=O)C1CCN(CC1)C(CN1C(CCC1=O)=O)=O (1-(2-{4-[3-(3-hydroxy-4-methoxyphenyl)-4,4-dimethyl-5-oxo-4,5-dihydro-1H-pyrazol-1-yl]piperidin-1-yl}-2-oxoethyl)pyrrolidine-2,5-dione), OC=1C=C(C=CC1OC)C1=NN(C(C1(C)C)=O)C1CCN(CC1)C(CN1C(CCC1=O)=O)=O (1-(2-{4-[3-(3-hydroxy-4-methoxyphenyl)-4,4-dimethyl-5-oxo-4,5-dihydro-1H-pyrazol-1-yl]piperidin-1-yl}-2-oxoethyl)pyrrolidine-2,5-dione), BrCC1CC1 (bromomethylcyclopropane), C([O-])([O-])=O.[K+].[K+] (potassium carbonate). The solvent is C(C)#N (acetonitril). As a reaction SMILES: [OH:1][C:2]1[CH:3]=[C:4]([C:10]2[C:14]([CH3:16])([CH3:15])[C:13](=[O:17])[N:12]([CH:18]3[CH2:23][CH2:22][N:21]([C:24](=[O:33])[CH2:25][N:26]4[C:30](=[O:31])[CH2:29][CH2:28][C:27]4=[O:32])[CH2:20][CH2:19]3)[N:11]=2)[CH:5]=[CH:6][C:7]=1[O:8][CH3:9].Br[CH2:35][CH:36]1[CH2:38][CH2:37]1.C(=O)([O-])[O-].[K+].[K+]>C(#N)C>[CH:36]1([CH2:35][O:1][C:2]2[CH:3]=[C:4]([C:10]3[C:14]([CH3:15])([CH3:16])[C:13](=[O:17])[N:12]([CH:18]4[CH2:23][CH2:22][N:21]([C:24](=[O:33])[CH2:25][N:26]5[C:27](=[O:32])[CH2:28][CH2:29][C:30]5=[O:31])[CH2:20][CH2:19]4)[N:11]=3)[CH:5]=[CH:6][C:7]=2[O:8][CH3:9])[CH2:38][CH2:37]1 |f:2.3.4|. Starting materials: BrB(Br)Br, CCCC1c2cc(OC)ccc2C2=C(C)C(=O)CCC21, ClCCl. Yields the product CCCC1c2cc(O)ccc2C2=C(C)C(=O)CCC21. RXN SMILES: [B:21]([Br:22])([Br:23])[Br:24].[CH3:1][O:2][c:3]1[cH:4][cH:5][c:6]2[c:14]([cH:15]1)[CH:13]([CH2:16][CH2:17][CH3:18])[CH:12]1[C:7]2=[C:8]([CH3:20])[C:9](=[O:19])[CH2:10][CH2:11]1.[Cl:25][CH2:26][Cl:27]>>[OH:2][c:3]1[cH:4][cH:5][c:6]2[c:14]([cH:15]1)[CH:13]([CH2:16][CH2:17][CH3:18])[CH:12]1[C:7]2=[C:8]([CH3:20])[C:9](=[O:19])[CH2:10][CH2:11]1. Starting materials: OCc1cc(F)ccc1Br, O=C([O-])O, ClCCl, C=COCC, [Na+], Cc1ccc(S(=O)(=O)[O-])cc1, c1cc[nH+]cc1. Yields the product CCOC(C)OCc1cc(F)ccc1Br. Reaction SMILES: [Br:1][c:2]1[c:3]([CH2:9][OH:10])[cH:4][c:5]([F:8])[cH:6][cH:7]1.[C:33](=[O:34])([OH:35])[O-:36].[CH2:38]([Cl:39])[Cl:40].[CH:28](=[CH2:29])[O:30][CH2:31][CH3:32].[Na+:37].[c:11]1([CH3:12])[cH:13][cH:14][c:15]([S:16]([O-:17])(=[O:18])=[O:19])[cH:20][cH:21]1.[nH+:22]1[cH:23][cH:24][cH:25][cH:26][cH:27]1>>[Br:1][c:2]1[c:3]([CH2:9][O:10][CH:28]([CH3:29])[O:30][CH2:31][CH3:32])[cH:4][c:5]([F:8])[cH:6][cH:7]1. Reactants: CN=C=O, Cc1ccc(Cn2c(NC3CCN(CCN)CC3)nc3ccccc32)o1, C1CCOC1. Yields the product CNC(=O)NCCN1CCC(Nc2nc3ccccc3n2Cc2ccc(C)o2)CC1. Reaction SMILES: [CH3:1][N:2]=[C:3]=[O:4].[NH2:5][CH2:6][CH2:7][N:8]1[CH2:9][CH2:10][CH:11]([NH:14][c:15]2[n:16][c:17]3[c:18]([n:19]2[CH2:20][c:21]2[o:22][c:23]([CH3:26])[cH:24][cH:25]2)[cH:27][cH:28][cH:29][cH:30]3)[CH2:12][CH2:13]1.[O:31]1[CH2:32][CH2:33][CH2:34][CH2:35]1>>[CH3:1][NH:2][C:3](=[O:4])[NH:5][CH2:6][CH2:7][N:8]1[CH2:9][CH2:10][CH:11]([NH:14][c:15]2[n:16][c:17]3[c:18]([n:19]2[CH2:20][c:21]2[o:22][c:23]([CH3:26])[cH:24][cH:25]2)[cH:27][cH:28][cH:29][cH:30]3)[CH2:12][CH2:13]1. The reactants are OB(O)c1ccc(OCc2ccccc2)cc1, COCCOC, CN1CCN(C2CCC(n3nc(I)c4c(N)ncnc43)CC2)CC1, [Na+], [Na+], O=C([O-])[O-], O, c1ccc(P(c2ccccc2)(c2ccccc2)[Pd](P(c2ccccc2)(c2ccccc2)c2ccccc2)(P(c2ccccc2)(c2ccccc2)c2ccccc2)P(c2ccccc2)(c2ccccc2)c2ccccc2)cc1. The product is CN1CCN(C2CCC(n3nc(-c4ccc(OCc5ccccc5)cc4)c4c(N)ncnc43)CC2)CC1. Reaction SMILES: [CH2:25]([c:26]1[cH:27][cH:28][cH:29][cH:30][cH:31]1)[O:32][c:33]1[cH:34][cH:35][c:36]([B:39]([OH:40])[OH:41])[cH:37][cH:38]1.[CH3:48][O:49][CH2:50][CH2:51][O:52][CH3:53].[I:1][c:2]1[n:3][n:4]([CH:12]2[CH2:13][CH2:14][CH:15]([N:18]3[CH2:19][CH2:20][N:21]([CH3:24])[CH2:22][CH2:23]3)[CH2:16][CH2:17]2)[c:5]2[n:6][cH:7][n:8][c:9]([NH2:11])[c:10]12.[Na+:42].[Na+:43].[O-:44][C:45](=[O:46])[O-:47].[OH2:54].[cH:55]1[cH:56][cH:57][c:58]([P:59]([Pd:60]([P:61]([c:62]2[cH:63][cH:64][cH:65][cH:66][cH:67]2)([c:68]2[cH:69][cH:70][cH:71][cH:72][cH:73]2)[c:74]2[cH:75][cH:76][cH:77][cH:78][cH:79]2)([P:80]([c:81]2[cH:82][cH:83][cH:84][cH:85][cH:86]2)([c:87]2[cH:88][cH:89][cH:90][cH:91][cH:92]2)[c:93]2[cH:94][cH:95][cH:96][cH:97][cH:98]2)[P:99]([c:100]2[cH:101][cH:102][cH:103][cH:104][cH:105]2)([c:106]2[cH:107][cH:108][cH:109][cH:110][cH:111]2)[c:112]2[cH:113][cH:114][cH:115][cH:116][cH:117]2)([c:118]2[cH:119][cH:120][cH:121][cH:122][cH:123]2)[c:124]2[cH:125][cH:126][cH:127][cH:128][cH:129]2)[cH:130][cH:131]1>>[c:2]1(-[c:36]2[cH:35][cH:34][c:33]([O:32][CH2:25][c:26]3[cH:27][cH:28][cH:29][cH:30][cH:31]3)[cH:38][cH:37]2)[n:3][n:4]([CH:12]2[CH2:13][CH2:14][CH:15]([N:18]3[CH2:19][CH2:20][N:21]([CH3:24])[CH2:22][CH2:23]3)[CH2:16][CH2:17]2)[c:5]2[n:6][cH:7][n:8][c:9]([NH2:11])[c:10]12. Reaction SMILES: [C:1]([CH3:2])([CH3:3])([CH3:4])[Si:5]([O:6][CH:7]1[CH2:8][CH2:9][CH:10]([n:13]2[n:14][cH:15][c:16](-[c:18]3[c:19]4[c:20]([c:21]([NH2:24])[n:22][cH:23]3)[o:25][c:26]([Cl:28])[cH:27]4)[cH:17]2)[CH2:11][CH2:12]1)([CH3:29])[CH3:30].[CH3:31][C:32]1([CH3:33])[C:34]([CH3:35])([CH3:36])[O:37][B:38]([c:39]2[cH:40][cH:41][c:42]3[c:46]([cH:47]2)[C:45](=[O:48])[NH:44][CH2:43]3)[O:49]1.[CH3:56][O:57][CH2:58][CH2:59][O:60][CH3:61].[Na+:50].[Na+:51].[O-:52][C:53](=[O:54])[O-:55].[cH:62]1[cH:63][cH:64][c:65]([P:66]([Pd:67]([P:68]([c:69]2[cH:70][cH:71][cH:72][cH:73][cH:74]2)([c:75]2[cH:76][cH:77][cH:78][cH:79][cH:80]2)[c:81]2[cH:82][cH:83][cH:84][cH:85][cH:86]2)([P:87]([c:88]2[cH:89][cH:90][cH:91][cH:92][cH:93]2)([c:94]2[cH:95][cH:96][cH:97][cH:98][cH:99]2)[c:100]2[cH:101][cH:102][cH:103][cH:104][cH:105]2)[P:106]([c:107]2[cH:108][cH:109][cH:110][cH:111][cH:112]2)([c:113]2[cH:114][cH:115][cH:116][cH:117][cH:118]2)[c:119]2[cH:120][cH:121][cH:122][cH:123][cH:124]2)([c:125]2[cH:126][cH:127][cH:128][cH:129][cH:130]2)[c:131]2[cH:132][cH:133][cH:134][cH:135][cH:136]2)[cH:137][cH:138]1>>[C:1]([CH3:2])([CH3:3])([CH3:4])[Si:5]([O:6][CH:7]1[CH2:8][CH2:9][CH:10]([n:13]2[n:14][cH:15][c:16](-[c:18]3[c:19]4[c:20]([c:21]([NH2:24])[n:22][cH:23]3)[o:25][c:26](-[c:39]3[cH:40][cH:41][c:42]5[c:46]([cH:47]3)[C:45](=[O:48])[NH:44][CH2:43]5)[cH:27]4)[cH:17]2)[CH2:11][CH2:12]1)([CH3:29])[CH3:30]. Product: CC(C)(C)[Si](C)(C)OC1CCC(n2cc(-c3cnc(N)c4oc(-c5ccc6c(c5)C(=O)NC6)cc34)cn2)CC1. The reactants are CC(C)(C)[Si](C)(C)OC1CCC(n2cc(-c3cnc(N)c4oc(Cl)cc34)cn2)CC1, CC1(C)OB(c2ccc3c(c2)C(=O)NC3)OC1(C)C, COCCOC, [Na+], [Na+], O=C([O-])[O-], c1ccc(P(c2ccccc2)(c2ccccc2)[Pd](P(c2ccccc2)(c2ccccc2)c2ccccc2)(P(c2ccccc2)(c2ccccc2)c2ccccc2)P(c2ccccc2)(c2ccccc2)c2ccccc2)cc1. The reactants are ClP(C1=CC=CC=C1)Cl (dichlorophenylphosphine), C1(=CC=CC=C1)P(OCCCC)(=O)Cl (butyl phenylphosphonochloridate), ClP(C1=CC=CC=C1)Cl (dichlorophenylphosphine), C(CCC)O (butanol). The solvent is C(C)OCC (ethyl ether), C(C)OCC (ethyl ether). Run at time 8 hour. The product is C1(=CC=CC=C1)P(OCCCC)OCCCC (dibutyl phenylphosphonite). Reaction SMILES: [C:1]1([P:7](Cl)(=[O:13])[O:8][CH2:9][CH2:10][CH2:11][CH3:12])[CH:6]=[CH:5][CH:4]=[CH:3][CH:2]=1.ClP(Cl)[C:17]1[CH:22]=CC=[CH:19][CH:18]=1.C(O)CCC>C(OCC)C>[C:1]1([P:7]([O:13][CH2:22][CH2:17][CH2:18][CH3:19])[O:8][CH2:9][CH2:10][CH2:11][CH3:12])[CH:6]=[CH:5][CH:4]=[CH:3][CH:2]=1. Reported procedure: The starting material, butyl phenylphosphonochloridate, was prepared from dichlorophenylphosphine as follows: To a cold, stirred solution of 30.0 g of butanol and 41.4 g of trtiethylamine in about 300 ml of ethyl ether was added dropwise a solution of 34.6 g of dichlorophenylphosphine in about 200 ml of ethyl ether while the temperature was maintained below 0°. When addition was completed, the mixture was allowed to warm to room temperature. Stirring was continued overnight. The mixture was filt... Reactants: NC1=NC(=NC=C1C(=S)OCC)C (ethyl 4-amino-2-methylthiopyrimidine-5-carboxylate), ClC1=C(C=CC=C1)N=C=O (2-chlorophenylisocyanate). Solvent: xylenes. Run at temperature 102.5 celsius, time 14 hour. Product: ClC1=C(C=CC=C1)NC(=O)NC1=NC(=NC=C1C(=S)OCC)C (ethyl 4-{[(2-chlorophenyl)amino]carbonylamino}-2-methylthiopyrimidine-5-carboxylate). The yield is 94.8%. Reaction SMILES: [NH2:1][C:2]1[C:7]([C:8]([O:10][CH2:11][CH3:12])=[S:9])=[CH:6][N:5]=[C:4]([CH3:13])[N:3]=1.[Cl:14][C:15]1[CH:20]=[CH:19][CH:18]=[CH:17][C:16]=1[N:21]=[C:22]=[O:23]>>[Cl:14][C:15]1[CH:20]=[CH:19][CH:18]=[CH:17][C:16]=1[NH:21][C:22]([NH:1][C:2]1[C:7]([C:8]([O:10][CH2:11][CH3:12])=[S:9])=[CH:6][N:5]=[C:4]([CH3:13])[N:3]=1)=[O:23]. Procedure: To a suspension of ethyl 4-amino-2-methylthiopyrimidine-5-carboxylate (1215 g, 5.7 moles) in 2600 mL xylenes heated at 100-105° C. was added (956.5 g, 6.23 moles 2-chlorophenylisocyanate so as to maintain the temperature at 100° C. The temperature of the reaction mixture was raised to 120° C. and stirred for 14 hours. Heating was stopped and slow cooling to 110° C. was begun. When crystallization began, slow addition of 5256 mL ethyl acetate completed the crystallization. The mixture was cooled ...